The task is: describe an organic reaction: reactants, conditions, products, and yield. This data is from the Open Reaction Database (ORD), a public repository of structured organic reaction records. Reactants: CC(C)(C)[Si](C)(C)Cl, COC(=O)C(C)CO, CN(C)C=O, O, c1c[nH]cn1. Yields the product COC(=O)C(C)CO[Si](C)(C)C(C)(C)C. Reaction SMILES: [C:6]([CH3:7])([CH3:8])([CH3:9])[Si:10]([CH3:11])([CH3:12])[Cl:13].[CH3:14][O:15][C:16]([CH:17]([CH2:18][OH:19])[CH3:20])=[O:21].[CH3:23][N:24]([CH3:25])[CH:26]=[O:27].[OH2:22].[nH:1]1[cH:2][cH:3][n:4][cH:5]1>>[C:6]([CH3:7])([CH3:8])([CH3:9])[Si:10]([CH3:11])([CH3:12])[O:19][CH2:18][CH:17]([C:16]([O:15][CH3:14])=[O:21])[CH3:20]. Starting materials: C(C)OCC(C(C(COC1=CC=C(C=C1)O)(F)F)(F)F)(F)F (4-(5-ethoxy-2,2,3,3,4,4-hexafluoropentoxy)phenol), ClC=1C=C(C(=O)O)C=CC1OCCCCCCCC (3-chloro-4-octyloxybenzoic acid). The product is ClC=1C=C(C(=O)OC2=CC=C(C=C2)OCC(C(C(COCC)(F)F)(F)F)(F)F)C=CC1OCCCCCCCC (4-(5-Ethoxy-2,2,3,3,4,4-hexafluoropentoxy)phenyl 3-chloro-4-octyloxybenzoate). RXN SMILES: [CH2:1]([O:3][CH2:4][C:5]([F:22])([F:21])[C:6]([F:20])([F:19])[C:7]([F:18])([F:17])[CH2:8][O:9][C:10]1[CH:15]=[CH:14][C:13]([OH:16])=[CH:12][CH:11]=1)[CH3:2].[Cl:23][C:24]1[CH:25]=[C:26]([CH:30]=[CH:31][C:32]=1[O:33][CH2:34][CH2:35][CH2:36][CH2:37][CH2:38][CH2:39][CH2:40][CH3:41])[C:27](O)=[O:28]>>[Cl:23][C:24]1[CH:25]=[C:26]([CH:30]=[CH:31][C:32]=1[O:33][CH2:34][CH2:35][CH2:36][CH2:37][CH2:38][CH2:39][CH2:40][CH3:41])[C:27]([O:16][C:13]1[CH:14]=[CH:15][C:10]([O:9][CH2:8][C:7]([F:17])([F:18])[C:6]([F:19])([F:20])[C:5]([F:21])([F:22])[CH2:4][O:3][CH2:1][CH3:2])=[CH:11][CH:12]=1)=[O:28]. Procedure details: 4-(5-Ethoxy-2,2,3,3,4,4-hexafluoropentoxy)phenyl 3-chloro-4-octyloxybenzoate (Compound 5, Table 1) was prepared by esterification of 4-(5-ethoxy-2,2,3,3,4,4-hexafluoropentoxy)phenol (prepared essentially as in Example 4) with 3-chloro-4-octyloxybenzoic acid. Reactants: ClC1=NC=C(C2=CC=CC=C12)O (1-chloro-4-hydroxyisoquinoline), C(=O)([O-])[O-].[Cs+].[Cs+] (Cs2CO3), BrCCNC(OC(C)(C)C)=O (tert-butyl (2-bromoethyl)carbamate). Solvent: CS(=O)C (DMSO). Yields the product ClC1=NC=C(C2=CC=CC=C12)OCCNC(OC(C)(C)C)=O (tert-butyl 2-[(1-chloroisoquinolin-4-yl)oxy]ethylcarbamate). Reaction SMILES: [Cl:1][C:2]1[C:11]2[C:6](=[CH:7][CH:8]=[CH:9][CH:10]=2)[C:5]([OH:12])=[CH:4][N:3]=1.C([O-])([O-])=O.[Cs+].[Cs+].Br[CH2:20][CH2:21][NH:22][C:23](=[O:29])[O:24][C:25]([CH3:28])([CH3:27])[CH3:26]>CS(C)=O>[Cl:1][C:2]1[C:11]2[C:6](=[CH:7][CH:8]=[CH:9][CH:10]=2)[C:5]([O:12][CH2:20][CH2:21][NH:22][C:23](=[O:29])[O:24][C:25]([CH3:28])([CH3:27])[CH3:26])=[CH:4][N:3]=1 |f:1.2.3|. Reported procedure: 1-chloro-4-hydroxyisoquinoline (50 mg, 0.28 mmol, 1.0 equiv), Cs2CO3 (454 mg, 1.39 mmol, 5.0 equiv.), and tert-butyl (2-bromoethyl)carbamate (2-2) (94 mg, 0.42 mmol, 1.5 equiv.) were suspended in anhydrous DMSO (2 mL) and stirred at room temperature. When LCMS indicated the reaction was complete, the crude reaction mixture was purified with reverse phase HPLC (H2O/CH3CN gradient w/0.1% TFA present) to yield the product (2-3). LRMS m/z (M+H) 323.1 found, 323.1 required. The reactants are ClC=1C(N(C(=NC1OCC1=NC(=CC=C1)F)C)C1=C(C=CC(=C1)C(C#C)=O)C)=O (5-chloro-6-(6-fluoro-pyridin-2-ylmethoxy)-2-methyl-3-(2-methyl-5-propynoyl-phenyl)-3H-pyrimidin-4-one), Cl.OC(C(=N)N)(C)C (2-hydroxy-2-methylpropionamidine HCl), C([O-])([O-])=O.[K+].[K+] (potassium carbonate). Solvent: C(C)#N (acetonitrile). Run at temperature 75 celsius. The product is ClC=1C(N(C(=NC1OCC1=NC(=CC=C1)F)C)C1=C(C=CC(=C1)C1=NC(=NC=C1)C(C)(C)O)C)=O (5-chloro-6-((6-fluoropyridin-2-yl)methoxy)-3-(5-(2-(2-hydroxypropan-2-yl)pyrimidin-4-yl)-2-methylphenyl)-2-methylpyrimidin-4(3H)-one). The yield is 30.8%. Reaction SMILES: [Cl:1][C:2]1[C:3](=[O:29])[N:4]([C:18]2[CH:23]=[C:22]([C:24](=O)[C:25]#[CH:26])[CH:21]=[CH:20][C:19]=2[CH3:28])[C:5]([CH3:17])=[N:6][C:7]=1[O:8][CH2:9][C:10]1[CH:15]=[CH:14][CH:13]=[C:12]([F:16])[N:11]=1.Cl.[OH:31][C:32]([CH3:37])([CH3:36])[C:33]([NH2:35])=[NH:34].C(=O)([O-])[O-].[K+].[K+]>C(#N)C>[Cl:1][C:2]1[C:3](=[O:29])[N:4]([C:18]2[CH:23]=[C:22]([C:24]3[CH:25]=[CH:26][N:35]=[C:33]([C:32]([OH:31])([CH3:37])[CH3:36])[N:34]=3)[CH:21]=[CH:20][C:19]=2[CH3:28])[C:5]([CH3:17])=[N:6][C:7]=1[O:8][CH2:9][C:10]1[CH:15]=[CH:14][CH:13]=[C:12]([F:16])[N:11]=1 |f:1.2,3.4.5|. Reported procedure: To a solution of 5-chloro-6-(6-fluoro-pyridin-2-ylmethoxy)-2-methyl-3-(2-methyl-5-propynoyl-phenyl)-3H-pyrimidin-4-one of Step D (78 mg, 0.19 mmol) in acetonitrile (3 mL) was added 2-hydroxy-2-methylpropionamidine HCl (39 mg, 0.28 mmol) and potassium carbonate (78 mg, 0.57 mmol) and the slurry heated at 75° C. for eighteen hours. After cooling to room temperature the reaction was filtered to remove excess salts. The filtrate was concentrated and purified via normal phase chromatography (ethyl ac... Reactants: C[Si](C)(C)C#C ((Trimethylsilyl)acetylene), C(C)(C)(C)N1CC(NC2=C(C1=O)C=C(C=C2)I)=O (4-tert-butyl-3,4-dihydro-7-iodo-1H-1,4-benzodiazepine-2,5-dione), C(C)(=O)OCC (ethyl acetate). The reagents and catalysts are [Cu]I (copper(I) iodide), Cl[Pd]([P](C1=CC=CC=C1)(C2=CC=CC=C2)C3=CC=CC=C3)([P](C4=CC=CC=C4)(C5=CC=CC=C5)C6=CC=CC=C6)Cl (bis(triphenylphosphine)palladium(II) chloride). Solvent: C(C)N(CC)CC (triethylamine), hexanes. Reaction conditions: time 5 hour. Yields the product C(C)(C)(C)N1CC(NC2=C(C1=O)C=C(C=C2)C#C[Si](C)(C)C)=O (4-Tert-butyl-3,4-dihydro-7-[(trimethylsilyl)ethynyl]-1H-1,4-benzodiazepine-2,5-dione). Yield: 57.8%. As a reaction SMILES: [CH3:1][Si:2]([C:5]#[CH:6])([CH3:4])[CH3:3].[C:7]([N:11]1[C:17](=[O:18])[C:16]2[CH:19]=[C:20](I)[CH:21]=[CH:22][C:15]=2[NH:14][C:13](=[O:24])[CH2:12]1)([CH3:10])([CH3:9])[CH3:8].C(OCC)(=O)C>C(N(CC)CC)C.[Cu]I.Cl[Pd](Cl)([P](C1C=CC=CC=1)(C1C=CC=CC=1)C1C=CC=CC=1)[P](C1C=CC=CC=1)(C1C=CC=CC=1)C1C=CC=CC=1>[C:7]([N:11]1[C:17](=[O:18])[C:16]2[CH:19]=[C:20]([C:6]#[C:5][Si:2]([CH3:4])([CH3:3])[CH3:1])[CH:21]=[CH:22][C:15]=2[NH:14][C:13](=[O:24])[CH2:12]1)([CH3:10])([CH3:8])[CH3:9] |^1:42,61|. Reported procedure: (Trimethylsilyl)acetylene (1.18 mL, 8.4 mmol), copper(I) iodide (0.05 g, 0.28 mmol) and bis(triphenylphosphine)palladium(II) chloride (0.1 g, 0.14 mmol) are added sequentially to a degassed suspension of 4-tert-butyl-3,4-dihydro-7-iodo-1H-1,4-benzodiazepine-2,5-dione (2.5 g, 7.0 mmol) in triethylamine. The reaction mixture is stirred at room temperature for 5 hours and filtered. The filtrate is diluted with ether and concentrated in vacuo to obtain a solid. Chromatography of the solid using sili... The reactants are OC=1C=C(C=C(C1)C1=CN(C=2N=CN=C(C21)N[C@@H](C)C2=NN1C(C(N2C2=CC=CC=C2)=O)=C(C=C1)C)COCC[Si](C)(C)C)NC(=O)N ((S)-1-(3-Hydroxy-5-(4-((1-(5-methyl-4-oxo-3-phenyl-3,4-dihydropyrrolo[2,1-f][1,2,4]triazin-2-yl)ethyl)amino)-7-((2-(trimethylsilyl)ethoxy)methyl)-7H-pyrrolo[2,3-d]pyrimidin-5-yl)phenyl)urea), FC(C(=O)O)(F)F (trifluoroacetic acid), N (ammonia). Product: OC=1C=C(C=C(C1)C1=CNC=2N=CN=C(C21)N[C@@H](C)C2=NN1C(C(N2C2=CC=CC=C2)=O)=C(C=C1)C)NC(=O)N ((S)-1-(3-Hydroxy-5-(4-((1-(5-methyl-4-oxo-3-phenyl-3,4-dihydropyrrolo[2,1-f][1,2,4]triazin-2-yl)ethyl)amino)-7H-pyrrolo[2,3-d]pyrimidin-5-yl)phenyl)urea). The yield is 80.9%. Reaction SMILES: [OH:1][C:2]1[CH:3]=[C:4]([NH:45][C:46]([NH2:48])=[O:47])[CH:5]=[C:6]([C:8]2[C:16]3[C:15]([NH:17][C@H:18]([C:20]4[N:25]([C:26]5[CH:31]=[CH:30][CH:29]=[CH:28][CH:27]=5)[C:24](=[O:32])[C:23]5=[C:33]([CH3:36])[CH:34]=[CH:35][N:22]5[N:21]=4)[CH3:19])=[N:14][CH:13]=[N:12][C:11]=3[N:10](COCC[Si](C)(C)C)[CH:9]=2)[CH:7]=1.FC(F)(F)C(O)=O.N>>[OH:1][C:2]1[CH:3]=[C:4]([NH:45][C:46]([NH2:48])=[O:47])[CH:5]=[C:6]([C:8]2[C:16]3[C:15]([NH:17][C@H:18]([C:20]4[N:25]([C:26]5[CH:27]=[CH:28][CH:29]=[CH:30][CH:31]=5)[C:24](=[O:32])[C:23]5=[C:33]([CH3:36])[CH:34]=[CH:35][N:22]5[N:21]=4)[CH3:19])=[N:14][CH:13]=[N:12][C:11]=3[NH:10][CH:9]=2)[CH:7]=1. Procedure: (S)-1-(3-Hydroxy-5-(4-((1-(5-methyl-4-oxo-3-phenyl-3,4-dihydropyrrolo[2,1-f][1,2,4]triazin-2-yl)ethyl)amino)-7-((2-(trimethylsilyl)ethoxy)methyl)-7H-pyrrolo[2,3-d]pyrimidin-5-yl)phenyl)urea (18 mg, 0.03 mmol) was treated with trifluoroacetic acid (360 μl, 4.07 mmol) and a solution of ammonia (7N in methanol, 360 μl, 2.52 mmol) according to the method described in Example 27. The residue was purified using SP1® Purification System (0% to 15% dichloromethane-2-propanol) to obtain 13 mg (90% yield)... The product is CC(C)COP(C)(=O)CC(CN)c1ccc(Cl)cc1. Reactants: CCO, CC(C)COP(C)(=O)CC(C[N+](=O)[O-])c1ccc(Cl)cc1, [H][H], N. Reaction SMILES: [CH3:25][CH2:26][OH:27].[Cl:1][c:2]1[cH:3][cH:4][c:5]([CH:8]([CH2:9][P:10]([O:11][CH2:12][CH:13]([CH3:14])[CH3:15])(=[O:16])[CH3:17])[CH2:18][N+:19]([O-:20])=[O:21])[cH:6][cH:7]1.[H:23][H:24].[NH3:22]>>[Cl:1][c:2]1[cH:3][cH:4][c:5]([CH:8]([CH2:9][P:10]([O:11][CH2:12][CH:13]([CH3:14])[CH3:15])(=[O:16])[CH3:17])[CH2:18][NH2:19])[cH:6][cH:7]1. Starting materials: C1CCOC1, CC(C)(O)C(=O)O, CCN(C(C)C)C(C)C, CC(C)=C(Cl)N(C)C, Cl, COc1cccc2c1c(NS(=O)(=O)c1ccc(Cl)s1)nn2Cc1cccc(CN)c1. The product is COc1cccc2c1c(NS(=O)(=O)c1ccc(Cl)s1)nn2Cc1cccc(CNC(=O)C(C)(C)O)c1. As a reaction SMILES: [CH2:56]1[O:57][CH2:58][CH2:59][CH2:60]1.[CH3:1][C:2]([CH3:3])([OH:4])[C:5]([OH:6])=[O:7].[CH:47]([N:48]([CH2:49][CH3:50])[CH:51]([CH3:52])[CH3:53])([CH3:54])[CH3:55].[Cl:8][C:9]([N:10]([CH3:11])[CH3:12])=[C:13]([CH3:14])[CH3:15].[ClH:16].[NH2:17][CH2:18][c:19]1[cH:20][c:21]([CH2:25][n:26]2[n:27][c:28]([NH:37][S:38](=[O:39])(=[O:40])[c:41]3[s:42][c:43]([Cl:46])[cH:44][cH:45]3)[c:29]3[c:30]([O:35][CH3:36])[cH:31][cH:32][cH:33][c:34]23)[cH:22][cH:23][cH:24]1>>[CH3:1][C:2]([CH3:3])([OH:4])[C:5](=[O:7])[NH:17][CH2:18][c:19]1[cH:20][c:21]([CH2:25][n:26]2[n:27][c:28]([NH:37][S:38](=[O:39])(=[O:40])[c:41]3[s:42][c:43]([Cl:46])[cH:44][cH:45]3)[c:29]3[c:30]([O:35][CH3:36])[cH:31][cH:32][cH:33][c:34]23)[cH:22][cH:23][cH:24]1.